From a dataset of the Open Reaction Database (ORD), a public repository of structured organic reaction records. describe an organic reaction: reactants, conditions, products, and yield Starting materials: COC=1C=C2C(C(NC2=CC1)=O)=C(C)C=1NC=CC1 (5-methoxy-3-[1-(pyrrol-2-yl)ethylidene]indolin-2-one), B(Br)(Br)Br (BBr3), solution. Run in ClCCl (dichloromethane), ClCCl (dichloromethane). Reaction conditions: time 8 hour. Yields the product OC=1C=C2C(C(NC2=CC1)=O)=C(C)C=1NC=CC1 (5-hydroxy-3-[1-(pyrrol-2-yl)ethylidene]indolin-2-one). RXN SMILES: C[O:2][C:3]1[CH:4]=[C:5]2[C:9](=[CH:10][CH:11]=1)[NH:8][C:7](=[O:12])[C:6]2=[C:13]([C:15]1[NH:16][CH:17]=[CH:18][CH:19]=1)[CH3:14].B(Br)(Br)Br>ClCCl>[OH:2][C:3]1[CH:4]=[C:5]2[C:9](=[CH:10][CH:11]=1)[NH:8][C:7](=[O:12])[C:6]2=[C:13]([C:15]1[NH:16][CH:17]=[CH:18][CH:19]=1)[CH3:14]. Reported procedure: A solution of 5-methoxy-3-[1-(pyrrol-2-yl)ethylidene]indolin-2-one; (0.12 g, 0.5 mmol) in dichloromethane (5 mL) was treated with BBr3 solution (1.5 mL of a 1M solution in dichloromethane, 1.5 mmol, 3.0 eq.). After stirring overnight at ambient temperature, the reaction was quenched by water (10 mL). The organic layer was separated. The aqueous layer was neutralized with saturated NaHCO3 solution and extracted with ethyl acetate (2×20 mL). The combined organic layers were concentrated. Reverse p... Starting materials: Cl.Cl.N1(CCCC1)[C@@H]1[C@@H](CCCC1)N (cis-2-pyrrolidin-1-yl-cyclohexylamine dihydrochloride), Cl.Cl.N1(CCCC1)[C@@H]1[C@@H](CCCC1)N (cis-2-pyrrolidin-1-yl-cyclohexylamine dihydrochloride), FC(C1=C(C(=O)O)C=CC(=C1)C(F)(F)F)(F)F (2,4-bis(trifluoromethyl)benzoic acid). Product: N1(CCCC1)C1C(CCCC1)NC(C1=C(C=C(C=C1)C(F)(F)F)C(F)(F)F)=O (N-((1RS,2SR)-2-Pyrrolidin-1-yl-cyclohexyl)-2,4-bis-trifluoromethyl-benzamide). As a reaction SMILES: Cl.Cl.[N:3]1([C@H:8]2[CH2:13][CH2:12][CH2:11][CH2:10][C@H:9]2[NH2:14])[CH2:7][CH2:6][CH2:5][CH2:4]1.[F:15][C:16]([F:31])([F:30])[C:17]1[CH:25]=[C:24]([C:26]([F:29])([F:28])[F:27])[CH:23]=[CH:22][C:18]=1[C:19](O)=[O:20]>>[N:3]1([CH:8]2[CH2:13][CH2:12][CH2:11][CH2:10][CH:9]2[NH:14][C:19](=[O:20])[C:18]2[CH:22]=[CH:23][C:24]([C:26]([F:27])([F:28])[F:29])=[CH:25][C:17]=2[C:16]([F:15])([F:30])[F:31])[CH2:4][CH2:5][CH2:6][CH2:7]1 |f:0.1.2|. Procedure details: The title compound, white solid, MS: m/e=409.3 [(M+H)+], was prepared in accordance with the general method of example 5 from cis-2-pyrrolidin-1-yl-cyclohexylamine dihydrochloride (intermediate F) and 2,4-bis(trifluoromethyl)benzoic acid. Starting materials: COC(CCC1=C(C=CC=C1CCCCCCOC1=C(C2=C(C(C=CO2)=O)C=C1)CCCC1=CC=CC=C1)OCCCCCC(=O)OC)=O (2-[(6-methoxy-6-oxohexyl)oxy]-6-[6-[[4-oxo-8-(3-phenylpropyl)-4H-1-benzopyran-7-yl]oxy]hexyl]benzenepropanoic acid methyl ester), O1C=CC(C2=CC=CC=C12)=O (chromone). The reagents and catalysts are [Pd] (palladium on carbon). Run in CO.C(C)(=O)OCC (methanol ethyl acetate). Product: COC(CCC1=C(C=CC=C1OCCCCCC(=O)OC)CCCCCCOC1=C(C2=C(C(CCO2)=O)C=C1)CCC)=O (2-[6-[[3,4-Dihydro-4-oxo-8-propyl-2H-1-benzopyran-7-yl]oxy]hexyl]-6-[(6-methoxy-6-oxohexyl)oxy]benzenepropanoic Acid Methyl Ester). The yield is 38.0%. Reaction SMILES: [CH3:1][O:2][C:3](=[O:49])[CH2:4][CH2:5][C:6]1[C:11]([CH2:12][CH2:13][CH2:14][CH2:15][CH2:16][CH2:17][O:18][C:19]2[CH:29]=[CH:28][C:22]3[C:23](=[O:27])[CH:24]=[CH:25][O:26][C:21]=3[C:20]=2[CH2:30][CH2:31][CH2:32]C2C=CC=CC=2)=[CH:10][CH:9]=[CH:8][C:7]=1[O:39][CH2:40][CH2:41][CH2:42][CH2:43][CH2:44][C:45]([O:47][CH3:48])=[O:46].O1C2C(=CC=CC=2)C(=O)C=C1>[Pd].CO.C(OCC)(=O)C>[CH3:1][O:2][C:3](=[O:49])[CH2:4][CH2:5][C:6]1[C:7]([O:39][CH2:40][CH2:41][CH2:42][CH2:43][CH2:44][C:45]([O:47][CH3:48])=[O:46])=[CH:8][CH:9]=[CH:10][C:11]=1[CH2:12][CH2:13][CH2:14][CH2:15][CH2:16][CH2:17][O:18][C:19]1[CH:29]=[CH:28][C:22]2[C:23](=[O:27])[CH2:24][CH2:25][O:26][C:21]=2[C:20]=1[CH2:30][CH2:31][CH3:32] |f:3.4|. Procedure: A 1.0 g (1.49 mmol) sample of 2-[(6-methoxy-6-oxohexyl)oxy]-6-[6-[[4-oxo-8-(3-phenylpropyl)-4H-1-benzopyran-7-yl]oxy]hexyl]benzenepropanoic acid methyl ester from the preceding example was catalytically hydrogenate over 10% palladium on carbon, in 30 mL of 1:1 methanol-ethyl acetate, at room temperature and 1 atmosphere, using thin layer chromatography to monitor the reduction of the starting chromone. The catalyst was filtered and the filtrate was concentrated in vacuo giving an oily product wh...